Dataset: the Open Reaction Database (ORD), a public repository of structured organic reaction records. Task: describe an organic reaction: reactants, conditions, products, and yield Starting materials: C(N)(=N)N1CCN(CC1)CC(=O)NC=1C=C(C(=O)NCCC(=O)O)C=CC1 (3-(3-(4-amidinopiperazin-1-ylacetamido)benzamido)propionic acid), C(=O)(OCC1=CC=CC=C1)NC(SC)=N (N-CBZ-S-methylisothiourea), C(=O)(OCC1=CC=CC=C1)N1CCN(CC1)C(C(=O)NC=1C=C(C(=O)NCCC(=O)OCC2=CC=CC=C2)C=CC1)C(N)=N (benzyl 3-(3-(4-CBZ-amidinopiperazin-1-ylacetamido)benzamido)propionate), N1(CCNCC1)CC(=O)OC(C)(C)C (tert-butyl piperazin-1-ylacetate). Yields the product C(=O)(OCC1=CC=CC=C1)N1CCN(CC1)C(C(=O)OC(C)(C)C)C(N)=N (tert-butyl 4-CBZ-amidinopiperazin-1-ylacetate). RXN SMILES: C(N1CCN(CC(NC2C=C(C=CC=2)C(NCCC(O)=O)=O)=O)CC1)(=N)N.[C:28]([N:38]1[CH2:43][CH2:42][N:41]([CH:44]([C:69](=[NH:71])[NH2:70])[C:45](NC2C=C(C=CC=2)C(NCCC(OCC2C=CC=CC=2)=O)=O)=[O:46])[CH2:40][CH2:39]1)([O:30][CH2:31][C:32]1[CH:37]=[CH:36][CH:35]=[CH:34][CH:33]=1)=[O:29].N1(CC([O:81][C:82]([CH3:85])([CH3:84])[CH3:83])=O)CCNCC1.C(NC(=N)SC)(OCC1C=CC=CC=1)=O>>[C:28]([N:38]1[CH2:39][CH2:40][N:41]([CH:44]([C:69](=[NH:71])[NH2:70])[C:45]([O:81][C:82]([CH3:85])([CH3:84])[CH3:83])=[O:46])[CH2:42][CH2:43]1)([O:30][CH2:31][C:32]1[CH:33]=[CH:34][CH:35]=[CH:36][CH:37]=1)=[O:29]. Procedure: 3-(3-(4-amidinopiperazin-1-ylacetamido)benzamido)propionic acid, m.p. 270° (decomposition), from benzyl 3-(3-(4-CBZ-amidinopiperazin-1-ylacetamido)benzamido)propionate (FAB 601; obtainable by reacting tert-butyl piperazin-1-ylacetate with N-CBZ-S-methylisothiourea to give tert-butyl 4-CBZ-amidinopiperazin-1-ylacetate, cleaving the tert-butyl group with 4 N HCl in dioxane and condensing the resulting 4-CBZ-amidinopiperazin-1-ylacetic acid with benzyl 3-(3-aminobenzamido)propionate); Reactants: CC(C)C[AlH]CC(C)C, Cc1ccccc1, CON(C)C(=O)c1ccnc(-c2c(F)cccc2F)c1. Product: O=Cc1ccnc(-c2c(F)cccc2F)c1. Reaction SMILES: [CH3:21][CH:22]([CH2:23][AlH:24][CH2:25][CH:26]([CH3:27])[CH3:28])[CH3:29].[CH3:30][c:31]1[cH:32][cH:33][cH:34][cH:35][cH:36]1.[F:1][c:2]1[c:3](-[c:9]2[cH:10][c:11]([C:12](=[O:13])[N:14]([O:15][CH3:16])[CH3:17])[cH:18][cH:19][n:20]2)[c:4]([F:8])[cH:5][cH:6][cH:7]1>>[F:1][c:2]1[c:3](-[c:9]2[cH:10][c:11]([CH:12]=[O:13])[cH:18][cH:19][n:20]2)[c:4]([F:8])[cH:5][cH:6][cH:7]1. Starting materials: CCCC1CCC(C2CCC(=O)CC2)CC1, CCOCC, [Li]CCCC, [Cl-], Cl, [NH4+], c1cc[se]c1. Product: CCCC1CCC(C2CCC(O)(c3ccc[se]3)CC2)CC1. As a reaction SMILES: [CH2:11]([CH2:12][CH3:13])[CH:14]1[CH2:15][CH2:16][CH:17]([CH:20]2[CH2:21][CH2:22][C:23](=[O:26])[CH2:24][CH2:25]2)[CH2:18][CH2:19]1.[CH3:30][CH2:31][O:32][CH2:33][CH3:34].[CH3:6][CH2:7][CH2:8][CH2:9][Li:10].[Cl-:27].[ClH:29].[NH4+:28].[cH:1]1[cH:2][cH:3][se:4][cH:5]1>>[cH:1]1[cH:2][c:3]([C:23]2([OH:26])[CH2:22][CH2:21][CH:20]([CH:17]3[CH2:16][CH2:15][CH:14]([CH2:11][CH2:12][CH3:13])[CH2:19][CH2:18]3)[CH2:25][CH2:24]2)[se:4][cH:5]1. Starting materials: S1C(=CC=C1)B(O)O (thiophene-2-boronic acid), BrC=1C=2N(C=CC1)C(=CN2)CC(C)([N+](=O)[O-])C (8-bromo-3-(2-methyl-2-nitropropyl)imidazo[1,2-a]pyridine), C([O-])([O-])=O.[Na+].[Na+] (sodium carbonate). The reagents and catalysts are C=1C=CC(=CC1)[P](C=2C=CC=CC2)(C=3C=CC=CC3)[Pd]([P](C=4C=CC=CC4)(C=5C=CC=CC5)C=6C=CC=CC6)([P](C=7C=CC=CC7)(C=8C=CC=CC8)C=9C=CC=CC9)[P](C=1C=CC=CC1)(C=1C=CC=CC1)C=1C=CC=CC1 (Pd(PPh3)4). Run in O1CCOCC1 (dioxane). Conditions: time 30 minute. Product: CC(CC1=CN=C2N1C=CC=C2C=2SC=CC2)(C)[N+](=O)[O-] (3-(2-methyl-2-nitropropyl)-8-(2-thienyl)imidazo[1,2-a]pyridine). Isolated yield 100.9%. As a reaction SMILES: Br[C:2]1[C:3]2[N:4]([C:8]([CH2:11][C:12]([CH3:17])([N+:14]([O-:16])=[O:15])[CH3:13])=[CH:9][N:10]=2)[CH:5]=[CH:6][CH:7]=1.C(=O)([O-])[O-].[Na+].[Na+].[S:24]1[CH:28]=[CH:27][CH:26]=[C:25]1B(O)O>C1C=CC([P]([Pd]([P](C2C=CC=CC=2)(C2C=CC=CC=2)C2C=CC=CC=2)([P](C2C=CC=CC=2)(C2C=CC=CC=2)C2C=CC=CC=2)[P](C2C=CC=CC=2)(C2C=CC=CC=2)C2C=CC=CC=2)(C2C=CC=CC=2)C2C=CC=CC=2)=CC=1.O1CCOCC1>[CH3:13][C:12]([N+:14]([O-:16])=[O:15])([CH3:17])[CH2:11][C:8]1[N:4]2[CH:5]=[CH:6][CH:7]=[C:2]([C:25]3[S:24][CH:28]=[CH:27][CH:26]=3)[C:3]2=[N:10][CH:9]=1 |f:1.2.3,^1:35,37,56,75|. Procedure details: A mixture of 8-bromo-3-(2-methyl-2-nitropropyl)imidazo[1,2-a]pyridine (1.5 g, 5.0 mmol), Pd(PPh3)4 (0.68 g), 2M aqueous sodium carbonate solution (8 ml), and dioxane (68 ml) is stirred for 30 minutes under an atmosphere of argon. After addition of thiophene-2-boronic acid (0.96 g, 7.5 mmol), the mixture is stirred overnight at 80° C. The solids are removed by filtration, and the residue is chromatographed (silica gel, dichloromethane/ethanol 95:5) to give 1.52 g of 3-(2-methyl-2-nitropropyl)-8-(... Starting materials: C[Si](C)(C)[N-][Si](C)(C)C.[K+] (Potassium bis(trimethylsilyl)amide), C(C)OC1=NC=C(C=C1C=1NC(C=2C(N1)=C(N(N2)CCOC)CC)=O)S(=O)(=O)N2CCN(CC2)C (5-[2-Ethoxy-5-(4-methylpiperazin-1-ylsulphonyl)pyridin-3-yl]-3-ethyl-2-[2-methoxyethyl]-2,6-dihydro-7H-pyrazolo[4,3-d]pyrimidin-7-one), CC(CO)C (2-methyl-n-propanol). Yields the product C(C(C)C)OC1=NC=C(C=C1C=1NC(C=2C(N1)=C(N(N2)CCOC)CC)=O)S(=O)(=O)N2CCN(CC2)C (5-[2-iso-Butoxy-5-(4-methylpiperazin-1-ylsulphonyl)pyridin-3-yl]-3-ethyl-2-(2-methoxyethyl)-2,6-dihydro-7H-pyrazolo[4,3-d]pyrimidin-7-one). As a reaction SMILES: C[Si]([N-][Si](C)(C)C)(C)C.[K+].C(O[C:14]1[C:19]([C:20]2[NH:21][C:22](=[O:35])[C:23]3[C:24](=[C:26]([CH2:33][CH3:34])[N:27]([CH2:29][CH2:30][O:31][CH3:32])[N:28]=3)[N:25]=2)=[CH:18][C:17]([S:36]([N:39]2[CH2:44][CH2:43][N:42]([CH3:45])[CH2:41][CH2:40]2)(=[O:38])=[O:37])=[CH:16][N:15]=1)C.[CH3:46][CH:47]([CH3:50])[CH2:48][OH:49]>>[CH2:48]([O:49][C:14]1[C:19]([C:20]2[NH:21][C:22](=[O:35])[C:23]3[C:24](=[C:26]([CH2:33][CH3:34])[N:27]([CH2:29][CH2:30][O:31][CH3:32])[N:28]=3)[N:25]=2)=[CH:18][C:17]([S:36]([N:39]2[CH2:44][CH2:43][N:42]([CH3:45])[CH2:41][CH2:40]2)(=[O:37])=[O:38])=[CH:16][N:15]=1)[CH:47]([CH3:50])[CH3:46] |f:0.1|. Reported procedure: Potassium bis(trimethylsilyl)amide (306 mg, 1.54 mmol) was added to a solution of the title compound of example 2 (155 mg, 0.31 mmol) in 2-methyl-n-propanol (10 ml) and the reaction stirred under reflux for 24 hours. The cooled mixture was evaporated under reduced pressure and the residue purified by column chromatography on silica gel, using an elution gradient of dichloromethane:methanol (100:0 to 95:5) to afford the title compound, 88 mg, as a solid. The reactants are COC1=C(CN2CC3=CC=C(C=C3C2)[N+](=O)[O-])C=CC(=C1)OC (2-(2,4-dimethoxy-benzyl)-5-nitro-2,3-dihydro-1H-isoindole), C1(=CC=CC=C1)OC (anisole), C(=O)(C(F)(F)F)O (TFA). Run at temperature 120 celsius. Yields the product FC(C(=O)O)(F)F.[N+](=O)([O-])C=1C=C2CNCC2=CC1 (5-nitro-2,3-dihydro-1H-isoindole trifluoroacetic acid salt). Reaction SMILES: COC1C=C(OC)C=CC=1C[N:6]1[CH2:14][C:13]2[C:8](=[CH:9][CH:10]=[C:11]([N+:15]([O-:17])=[O:16])[CH:12]=2)[CH2:7]1.C1(OC)C=CC=CC=1.[C:32]([OH:38])([C:34]([F:37])([F:36])[F:35])=[O:33]>>[F:35][C:34]([F:37])([F:36])[C:32]([OH:38])=[O:33].[N+:15]([C:11]1[CH:12]=[C:13]2[C:8](=[CH:9][CH:10]=1)[CH2:7][NH:6][CH2:14]2)([O-:17])=[O:16] |f:3.4|. Procedure: 2-(2,4-dimethoxy-benzyl)-5-nitro-2,3-dihydro-1H-isoindole (13 g) in TFA (18 ml) was treated with anisole (6 ml) then heated in a CEM microwave synthesiser at 120° C. (30 Watts) for 20 minutes (carried out batch wise, 6 times). The reaction mixture was evaporated in vacuo and the residue partitioned between DCM and water. The water layer was separated, washed with DCM (×3) then evaporated and re-evaporated with toluene/MeOH (×3) to give 9.8 g of 5-nitro-2,3-dihydro-1H-isoindole trifluoroacetic ac... Reactants: CCO, CS(=O)(=O)Nn1c(=O)[nH]c2cc(C(F)(F)F)c([N+](=O)[O-])cc2c1=O. Product: CS(=O)(=O)Nn1c(=O)[nH]c2cc(C(F)(F)F)c(N)cc2c1=O. As a reaction SMILES: [CH3:25][CH2:26][OH:27].[N+:1]([O-:2])(=[O:3])[c:4]1[cH:5][c:6]2[c:7](=[O:24])[n:8]([NH:19][S:20](=[O:21])(=[O:22])[CH3:23])[c:9](=[O:18])[nH:10][c:11]2[cH:12][c:13]1[C:14]([F:15])([F:16])[F:17]>>[NH2:1][c:4]1[cH:5][c:6]2[c:7](=[O:24])[n:8]([NH:19][S:20](=[O:21])(=[O:22])[CH3:23])[c:9](=[O:18])[nH:10][c:11]2[cH:12][c:13]1[C:14]([F:15])([F:16])[F:17]. The reactants are [BH4-].[Na+] (Sodium borohydride), C(C1=CC=CC=C1)OC(=O)C1CCC(CC1)CC=O (4-(2-oxo-ethyl)-cyclohexanecarboxylic acid benzyl ester). Run in CO (methanol). Run at temperature 0 celsius, time 1 hour. Yields the product C(C1=CC=CC=C1)OC(=O)C1CCC(CC1)CCO (4-(2-hydroxy-ethyl)-cyclohexanecarboxylic acid benzyl ester). The yield is 96.6%. Reaction SMILES: [BH4-].[Na+].[CH2:3]([O:10][C:11]([CH:13]1[CH2:18][CH2:17][CH:16]([CH2:19][CH:20]=[O:21])[CH2:15][CH2:14]1)=[O:12])[C:4]1[CH:9]=[CH:8][CH:7]=[CH:6][CH:5]=1>CO>[CH2:3]([O:10][C:11]([CH:13]1[CH2:18][CH2:17][CH:16]([CH2:19][CH2:20][OH:21])[CH2:15][CH2:14]1)=[O:12])[C:4]1[CH:9]=[CH:8][CH:7]=[CH:6][CH:5]=1 |f:0.1|. Procedure: Sodium borohydride (89 mg, 2.35 mmol) was added to a solution of 4-(2-oxo-ethyl)-cyclohexanecarboxylic acid benzyl ester (306 mg, 1.18 mmol) in methanol (6 ml) at 0° C. The mixture was stirred at 0° C. for one hour, and then quenched with a saturated aqueous ammonium chloride solution and extracted with ethyl acetate. The organic layer was sequentially washed with water and saturated brine, and then dried over anhydrous sodium sulfate and concentrated under reduced pressure. The resulting residu... Reactants: C(C=C)N1C[C@@H](CC2C3=C4C(CC12)=CNC4=CC=C3)C(=O)O ((9R)-7-allyl-4,6,6a,7,8,9,10,10a-octahydroindolo[4,3-fg]quinoline-9-carboxylic acid), CN(C=O)C (dimethylformamide), Cl.CN(CCCN=C=NCC)C (N-(3-dimethylaminopropyl)-N′-ethylcarbodiimide hydrochloride), C(C)N(C(C)C)C(C)C (ethyldiisopropylamine). Reaction conditions: time 30 hour. Product: CCNC(=O)N(CCCN(C)C)C(=O)[C@@H]1C[C@@H]2C3=CC=CC4=C3C(=CN4)C[C@H]2N(C1)CC=C (cabergoline). Reaction SMILES: [CH2:1]([N:4]1[CH:13]2[CH:8]([C:9]3[CH:19]=[CH:18][CH:17]=[C:16]4[C:10]=3[C:11](=[CH:14][NH:15]4)[CH2:12]2)[CH2:7][C@@H:6]([C:20](O)=[O:21])[CH2:5]1)[CH:2]=[CH2:3].Cl.[CH3:24][N:25]([CH3:34])[CH2:26][CH2:27][CH2:28][N:29]=[C:30]=[N:31][CH2:32][CH3:33].C(N(C(C)C)C(C)C)C.CN(C)C=[O:47]>>[CH3:33][CH2:32][NH:31][C:30]([N:29]([C:20]([C@H:6]1[CH2:5][N:4]([CH2:1][CH:2]=[CH2:3])[C@H:13]2[C@@H:8]([C:9]3[C:10]4[C:11]([CH2:12]2)=[CH:14][NH:15][C:16]=4[CH:17]=[CH:18][CH:19]=3)[CH2:7]1)=[O:21])[CH2:28][CH2:27][CH2:26][N:25]([CH3:24])[CH3:34])=[O:47] |f:1.2|. Procedure details: 17 g of (9R)-7-allyl-4,6,6a,7,8,9,10,10a-octahydroindolo[4,3-fg]quinoline-9-carboxylic acid were suspended in 300 ml of dimethylformamide. 20.6 g of N-(3-dimethylaminopropyl)-N′-ethylcarbodiimide hydrochloride were added and 18.2 ml of ethyldiisopropylamine were slowly added drop wise in the reactor vessel. The mixture was stirred for 30 hours at room temperature. The solvent was evaporated when the reaction was finished. Further 60 ml of dichloromethane was added and the obtained solution was w...